describe an organic reaction: reactants, conditions, products, and yield From a dataset of the Open Reaction Database (ORD), a public repository of structured organic reaction records. Starting materials: O (water), S1CCSC2=C1C=CC=C2S(=O)(=O)N (1,4-benzodithian-5-sulfonamide), COC(NC1=NC(=NC(=N1)OC)OC)=O (methyl[4,6-Dimethoxy-1,3,5-triazin-2-yl]carbamate), C[Al](C)C (trimethylaluminum). Reagents/catalysts: Cl (hydrochloric acid). The solvent is C(C)(=O)O (acetic acid), C(Cl)Cl (methylene chloride). Yields the product COC1=NC(=NC(=N1)OC)NC(=O)NS(=O)(=O)C1=CC=CC=2SCCSC21 (N-[(4,6-Dimethoxy-1,3,5-triazin-2-yl)aminocarbonyl]-1,4-benzodithian-5-sulfonamide). As a reaction SMILES: [S:1]1[C:6]2[CH:7]=[CH:8][CH:9]=[C:10]([S:11]([NH2:14])(=[O:13])=[O:12])[C:5]=2[S:4][CH2:3][CH2:2]1.C[Al](C)C.C[O:20][C:21](=O)[NH:22][C:23]1[N:28]=[C:27]([O:29][CH3:30])[N:26]=[C:25]([O:31][CH3:32])[N:24]=1.O>C(Cl)Cl.Cl.C(O)(=O)C>[CH3:30][O:29][C:27]1[N:26]=[C:25]([O:31][CH3:32])[N:24]=[C:23]([NH:22][C:21]([NH:14][S:11]([C:10]2[C:5]3[S:4][CH2:3][CH2:2][S:1][C:6]=3[CH:7]=[CH:8][CH:9]=2)(=[O:12])=[O:13])=[O:20])[N:28]=1. Procedure: To a solution of 2.5 g 1,4-benzodithian-5-sulfonamide, prepared in Example 16, in 50 ml methylene chloride at ambient temperature under nitrogen is added 5.5 ml trimethylaluminum (2M in toluene). After stirring 15 minutes at ambient temperature 2.0 g of methyl[4,6-Dimethoxy-1,3,5-triazin-2-yl]carbamate, prepared according to the procedure of Example 3 is added and the reaction mixture is heated at reflux for 16 hours. The reaction mixture is cooled to ambient temperature and 75 ml water, 10 ml g... Run at time 16 hour. Procedure: A mixture of methanesulphonic acid 2-[benzyl-(4-bromo-2-nitro-phenyl)-amino]-ethyl ester (25 g, Reference Example 8) and sodium iodide (16.23 g) in anhydrous acetone (100 ml) was heated at reflux for 4 hours when a further portion of sodium iodide (8.12 g) was added and refluxing was continued for a further 16 hours. The reaction mixture was evaporated under reduced pressure (2.7 kPa) at 40° C. and the residue was treated with distilled water (200 ml). The resulting mixture was extracted three t... As a reaction SMILES: [CH2:1]([N:8]([C:16]1[CH:21]=[CH:20][C:19]([Br:22])=[CH:18][C:17]=1[N+:23]([O-:25])=[O:24])[CH2:9][CH2:10]OS(C)(=O)=O)[C:2]1[CH:7]=[CH:6][CH:5]=[CH:4][CH:3]=1.[I-:26].[Na+]>CC(C)=O>[CH2:1]([N:8]([C:16]1[CH:21]=[CH:20][C:19]([Br:22])=[CH:18][C:17]=1[N+:23]([O-:25])=[O:24])[CH2:9][CH2:10][I:26])[C:2]1[CH:7]=[CH:6][CH:5]=[CH:4][CH:3]=1 |f:1.2|. Yield: 87.7%. Run in CC(=O)C (acetone). The reactants are C(C1=CC=CC=C1)N(CCOS(=O)(=O)C)C1=C(C=C(C=C1)Br)[N+](=O)[O-] (methanesulphonic acid 2-[benzyl-(4-bromo-2-nitro-phenyl)-amino]-ethyl ester), [I-].[Na+] (sodium iodide), [I-].[Na+] (sodium iodide). Product: C(C1=CC=CC=C1)N(CCI)C1=C(C=C(C=C1)Br)[N+](=O)[O-] (Benzyl-(4-bromo-2-nitro-phenyl)-(2-iodo-ethyl)-amine). Starting materials: O=C([O-])O, CCOCC, CCO, COc1ccc(F)c(F)c1C(=O)c1cnc(NC2CCNCC2)nc1N, NS(N)(=O)=O, [Na+], C1COCCO1, O. Product: COc1ccc(F)c(F)c1C(=O)c1cnc(NC2CCN(S(N)(=O)=O)CC2)nc1N. RXN SMILES: [C:47](=[O:48])([OH:49])[O-:50].[CH2:32]([O:33][CH2:34][CH3:35])[CH3:36].[CH2:37]([OH:38])[CH3:39].[NH2:1][c:2]1[n:3][c:4]([NH:20][CH:21]2[CH2:22][CH2:23][NH:24][CH2:25][CH2:26]2)[n:5][cH:6][c:7]1[C:8](=[O:9])[c:10]1[c:11]([F:19])[c:12]([F:18])[cH:13][cH:14][c:15]1[O:16][CH3:17].[NH2:27][S:28]([NH2:29])(=[O:30])=[O:31].[Na+:51].[O:40]1[CH2:41][CH2:42][O:43][CH2:44][CH2:45]1.[OH2:46]>>[NH2:1][c:2]1[n:3][c:4]([NH:20][CH:21]2[CH2:22][CH2:23][N:24]([S:28]([NH2:27])(=[O:30])=[O:31])[CH2:25][CH2:26]2)[n:5][cH:6][c:7]1[C:8](=[O:9])[c:10]1[c:11]([F:19])[c:12]([F:18])[cH:13][cH:14][c:15]1[O:16][CH3:17]. Reactants: Pd(Ph3)4, PdCl2(Ph3)2, C(C)(C)(C)OC(=O)N1C(CCC1)C(=O)OCC(=O)C1=CC=2CCC3=CC(=CC=C3C2C=C1)Br (pyrrolidine-1,2-dicarboxylic acid 2-[2-(7-bromo-9,10-dihydro-phenanthren-2-yl)-2-oxo-ethyl]ester 1-tert-butyl ester), C(CCC)[Sn](C(=C)OCC)(CCCC)CCCC (tributyl(1-ethoxyvinyl)tin), C(C)(C)(C)OC(=O)N1C2CCC(C1C(=O)O)C2 (2-aza-bicyclo[2.2.1]heptane-2,3-dicarboxylic acid 2-tert-butyl ester), CCN(C(C)C)C(C)C (DIPEA), C1CC(=O)N(C1=O)Br (NBS), C(C)(C)(C)OC(=O)N1C2CCC(C1C(=O)OCC(=O)C1=CC=3CCC4=CC(=CC=C4C3C=C1)C(COC(=O)C1N(CCC1)C(=O)OC(C)(C)C)=O)C2 (2-Aza-bicyclo[2.2.1]heptane-2,3-dicarboxylic acid 3-(2-{7-[2-(1-tert-butoxycarbonyl-pyrrolidine-2-carbonyloxy)-acetyl]-9,10-dihydro-phenanthren-2-yl}-2-oxo-ethyl)ester 2-tert-butyl ester). The solvent is C(C)(=O)OCC (ethyl acetate), O1CCOCC1 (dioxane), C(C)(=O)OCC (ethyl acetate), C(C)#N (acetonitrile), O (Water). Conditions: temperature 80 celsius, time 40 minute. Yields the product BrC1=CC=2CCC3=CC(=CC=C3C2C=C1)Br (2,7-Dibromo-9,10-dihydro-phenanthrene), C(C)(C)(C)OC(=O)N1C2CCC(C1C(=O)OCC(=O)C1=CC=3CCC4=CC(=CC=C4C3C=C1)C(COC(=O)C1N(CCC1)C(=O)OC(C)(C)C)=O)C2 (2-aza-bicyclo[2.2.1]heptane-2,3-dicarboxylic acid 3-(2-{7-[2-(1-tert-butoxycarbonyl-pyrrolidine-2-carbonyloxy)-acetyl]-9,10-dihydro-phenanthren-2-yl}-2-oxo-ethyl)ester 2-tert-butyl ester). As a reaction SMILES: [C:1]([O:5][C:6]([N:8]1[CH:13]([C:14]([O:16][CH2:17][C:18]([C:20]2[CH:33]=[CH:32][C:31]3[C:30]4[C:25](=[CH:26][C:27]([C:34](=[O:51])[CH2:35][O:36][C:37]([CH:39]5[CH2:43][CH2:42][CH2:41][N:40]5[C:44]([O:46][C:47]([CH3:50])([CH3:49])[CH3:48])=[O:45])=[O:38])=[CH:28][CH:29]=4)[CH2:24][CH2:23][C:22]=3[CH:21]=2)=[O:19])=[O:15])[CH:12]2[CH2:52][CH:9]1[CH2:10][CH2:11]2)=[O:7])([CH3:4])([CH3:3])[CH3:2].C(OC(N1CCCC1C(O[CH2:68][C:69]([C:71]1[CH:84]=[CH:83][C:82]2[C:81]3[C:76](=[CH:77][C:78]([Br:85])=[CH:79][CH:80]=3)[CH2:75][CH2:74]C=2C=1)=O)=O)=O)(C)(C)C.C([Sn](CCCC)(CCCC)C(OCC)=C)CCC.C1C(=O)N([Br:111])C(=O)C1.C(OC(N1C(C(O)=O)C2CC1CC2)=O)(C)(C)C.CCN(C(C)C)C(C)C>O1CCOCC1.C(OCC)(=O)C.C(#N)C.O>[Br:85][C:78]1[CH:79]=[CH:80][C:81]2[C:82]3[C:83](=[CH:84][C:71]([Br:111])=[CH:69][CH:68]=3)[CH2:74][CH2:75][C:76]=2[CH:77]=1.[C:1]([O:5][C:6]([N:8]1[CH:13]([C:14]([O:16][CH2:17][C:18]([C:20]2[CH:33]=[CH:32][C:31]3[C:30]4[C:25](=[CH:26][C:27]([C:34](=[O:51])[CH2:35][O:36][C:37]([CH:39]5[CH2:43][CH2:42][CH2:41][N:40]5[C:44]([O:46][C:47]([CH3:50])([CH3:49])[CH3:48])=[O:45])=[O:38])=[CH:28][CH:29]=4)[CH2:24][CH2:23][C:22]=3[CH:21]=2)=[O:19])=[O:15])[CH:12]2[CH2:52][CH:9]1[CH2:10][CH2:11]2)=[O:7])([CH3:4])([CH3:2])[CH3:3]. Procedure details: Bromine (6.13 mL, 119.3 mmol) was added slowly to a solution of 9,10-dihydro-phenanthrene (10 g, 55.5 mmol) in trimethylphosphate (100 mL). The mixture was stirred at room temperature for 18 hours and concentrated in vacuo. The residue was recrystallized from chloroform to give product 2,7-Dibromo-9,10-dihydro-phenanthrene as a white crystal (9.45 g, 51%). Pyrrolidine-1,2-dicarboxylic acid 2-[2-(7-bromo-9,10-dihydro-phenanthren-2-yl)-2-oxo-ethyl]ester 1-tert-butyl ester. Pd(Ph3)4 (347 mg, 0.3 mm... The reactants are COC(=O)c1ccc2cccc(C#N)c2c1, CO, Cl, [H][H]. Yields the product COC(=O)c1ccc2cccc(CN)c2c1. As a reaction SMILES: [C:1](#[N:2])[c:3]1[cH:4][cH:5][cH:6][c:7]2[cH:8][cH:9][c:10]([C:13](=[O:14])[O:15][CH3:16])[cH:11][c:12]12.[CH3:20][OH:21].[ClH:17].[H:18][H:19]>>[CH2:1]([NH2:2])[c:3]1[cH:4][cH:5][cH:6][c:7]2[cH:8][cH:9][c:10]([C:13](=[O:14])[O:15][CH3:16])[cH:11][c:12]12. Procedure details: Using the procedure described in Example 1, 4-hydroxy-4-[5-(naphth-2-ylthio)fur-2-yl]tetrahydropyran was reacted with methyl iodide to give 4-methoxy-4-[5-(naphth-2-ylthio)fur-2-yl]tetrahydropyran in 92% yield as an oil. The yield is 92.0%. RXN SMILES: [OH:1][C:2]1([C:8]2[O:9][C:10]([S:13][C:14]3[CH:23]=[CH:22][C:21]4[C:16](=[CH:17][CH:18]=[CH:19][CH:20]=4)[CH:15]=3)=[CH:11][CH:12]=2)[CH2:7][CH2:6][O:5][CH2:4][CH2:3]1.[CH3:24]I>>[CH3:24][O:1][C:2]1([C:8]2[O:9][C:10]([S:13][C:14]3[CH:23]=[CH:22][C:21]4[C:16](=[CH:17][CH:18]=[CH:19][CH:20]=4)[CH:15]=3)=[CH:11][CH:12]=2)[CH2:3][CH2:4][O:5][CH2:6][CH2:7]1. Product: COC1(CCOCC1)C=1OC(=CC1)SC1=CC2=CC=CC=C2C=C1 (4-methoxy-4-[5-(naphth-2-ylthio)fur-2-yl]tetrahydropyran). Reactants: OC1(CCOCC1)C=1OC(=CC1)SC1=CC2=CC=CC=C2C=C1 (4-hydroxy-4-[5-(naphth-2-ylthio)fur-2-yl]tetrahydropyran), CI (methyl iodide).